This data is from the Open Reaction Database (ORD), a public repository of structured organic reaction records. The task is: describe an organic reaction: reactants, conditions, products, and yield The reactants are [OH-].[Na+] (Sodium hydroxide), C(C)(C)(C)C1=C(C=NN1C1=CC(=C(C=C1)Cl)C(F)(F)F)C(=O)OCC (ethyl 5-tert-butyl-1-(4-chloro-3-(trifluoromethyl)phenyl)-1H-pyrazole-4-carboxylate). Run in CO (methanol). Reaction conditions: temperature 80 celsius, time 6 hour. Product: C(C)(C)(C)C1=C(C=NN1C1=CC(=C(C=C1)Cl)C(F)(F)F)C(=O)O (5-tert-butyl-1-(4-chloro-3-(trifluoromethyl)phenyl)-1H-pyrazole-4-carboxylic acid). Isolated yield 82.7%. Reaction SMILES: [OH-].[Na+].[C:3]([C:7]1[N:11]([C:12]2[CH:17]=[CH:16][C:15]([Cl:18])=[C:14]([C:19]([F:22])([F:21])[F:20])[CH:13]=2)[N:10]=[CH:9][C:8]=1[C:23]([O:25]CC)=[O:24])([CH3:6])([CH3:5])[CH3:4]>CO>[C:3]([C:7]1[N:11]([C:12]2[CH:17]=[CH:16][C:15]([Cl:18])=[C:14]([C:19]([F:20])([F:22])[F:21])[CH:13]=2)[N:10]=[CH:9][C:8]=1[C:23]([OH:25])=[O:24])([CH3:6])([CH3:4])[CH3:5] |f:0.1|. Reported procedure: A solution of Sodium hydroxide (6.67 mL, 13.34 mmol) was added in one portion to a stirred solution of ethyl 5-tert-butyl-1-(4-chloro-3-(trifluoromethyl)phenyl)-1H-pyrazole-4-carboxylate (Intermediate#120) (1 g, 2.67 mmol) in methanol (20 mL). The resulting suspension was stirred at 80° C. for 6 hours. The resulting mixture was evaporated to remove the methanol, washed with ether (20 mL). The reaction mixture was acidified with 2M HCl, extracted with ethyl acetate(2×30 mL) The organic layers wer... Starting materials: O=C(Cl)C(=O)Cl, ClCCl, O=C1Oc2ccc(O)cc2C1c1ccccc1, c1ccncc1. Product: O=C(Cl)C(=O)Oc1ccc2c(c1)C(c1ccccc1)C(=O)O2. As a reaction SMILES: [Cl:1][C:2](=[O:3])[C:4](=[O:5])[Cl:6].[Cl:30][CH2:31][Cl:32].[OH:13][c:14]1[cH:15][cH:16][c:17]2[c:18]([cH:29]1)[CH:19]([c:23]1[cH:24][cH:25][cH:26][cH:27][cH:28]1)[C:20](=[O:22])[O:21]2.[cH:7]1[cH:8][cH:9][n:10][cH:11][cH:12]1>>[Cl:1][C:2](=[O:3])[C:4](=[O:5])[O:13][c:14]1[cH:15][cH:16][c:17]2[c:18]([cH:29]1)[CH:19]([c:23]1[cH:24][cH:25][cH:26][cH:27][cH:28]1)[C:20](=[O:22])[O:21]2. The reactants are Cc1ccccc1, CCOC(C)=O, CC(N=[N+]=[N-])c1cccc([N+](=O)[O-])c1, O, c1ccc(P(c2ccccc2)c2ccccc2)cc1. Product: CC(N)c1cccc([N+](=O)[O-])c1. RXN SMILES: [CH3:34][c:35]1[cH:36][cH:37][cH:38][cH:39][cH:40]1.[CH3:42][CH2:43][O:44][C:45](=[O:46])[CH3:47].[N:1](=[N+:2]=[N-:3])[CH:4]([CH3:5])[c:6]1[cH:7][c:8]([N+:12](=[O:13])[O-:14])[cH:9][cH:10][cH:11]1.[OH2:41].[c:15]1([P:16]([c:17]2[cH:18][cH:19][cH:20][cH:21][cH:22]2)[c:23]2[cH:24][cH:25][cH:26][cH:27][cH:28]2)[cH:29][cH:30][cH:31][cH:32][cH:33]1>>[NH2:1][CH:4]([CH3:5])[c:6]1[cH:7][c:8]([N+:12](=[O:13])[O-:14])[cH:9][cH:10][cH:11]1. The reactants are CN(C)CCOc1cc(B(O)O)ccn1, OCCN1CCOCC1. Product: OB(O)c1ccnc(OCCN2CCOCC2)c1. Reaction SMILES: [CH3:10][N:11]([CH3:12])[CH2:13][CH2:14][O:24][c:15]1[n:16][cH:17][cH:18][c:19]([B:21]([OH:22])[OH:23])[cH:20]1.[OH:1][CH2:2][CH2:3][N:4]1[CH2:5][CH2:6][O:7][CH2:8][CH2:9]1>>[O:1]([CH2:2][CH2:3][N:4]1[CH2:5][CH2:6][O:7][CH2:8][CH2:9]1)[c:15]1[n:16][cH:17][cH:18][c:19]([B:21]([OH:22])[OH:23])[cH:20]1. The reactants are CSc1noc(-c2ccc(O)cc2)c1C#N, CC(C)=O, [K+], [K+], O=C([O-])[O-], BrCCc1ccccc1. Yields the product CSc1noc(-c2ccc(OCCc3ccccc3)cc2)c1C#N. As a reaction SMILES: [CH3:1][S:2][c:3]1[n:4][o:5][c:6](-[c:10]2[cH:11][cH:12][c:13]([OH:16])[cH:14][cH:15]2)[c:7]1[C:8]#[N:9].[CH3:32][C:33](=[O:34])[CH3:35].[K+:26].[K+:27].[O-:28][C:29]([O-:30])=[O:31].[c:17]1([CH2:23][CH2:24][Br:25])[cH:18][cH:19][cH:20][cH:21][cH:22]1>>[CH3:1][S:2][c:3]1[n:4][o:5][c:6](-[c:10]2[cH:11][cH:12][c:13]([O:16][CH2:24][CH2:23][c:17]3[cH:18][cH:19][cH:20][cH:21][cH:22]3)[cH:14][cH:15]2)[c:7]1[C:8]#[N:9].